Dataset: the Open Reaction Database (ORD), a public repository of structured organic reaction records. Task: describe an organic reaction: reactants, conditions, products, and yield Reactants: C(=O)(O)CC1=CC=C(CCCNC2=C(C=CC(=C2)OC)[C@H]2CC=3C=CC(=CC3CC2)OC(C(C)(C)C)=O)C=C1 (pivalic acid (R)-6-{2-[(4-carboxymethylbenzyl)ethylamino]-4-methoxyphenyl}-5,6,7,8-tetrahydronaphthalen-2-yl ester), C(CCC)NC (butylmethylamine). Yields the product C(CCC)N(CCC1=CC=C(CCCNC2=C(C=CC(=C2)OC)[C@H]2CC=3C=CC(=CC3CC2)O)C=C1)C ((R)-6-{2-{{4-[2-(Butylmethylamino)ethyl]benzyl}ethylamino}-4-methoxyphenyl}5,6,7,8-tetrahydronaphthalen-2-ol). The yield is 17.8%. As a reaction SMILES: [C:1]([CH2:4][C:5]1[CH:39]=[CH:38][C:8]([CH2:9][CH2:10][CH2:11][NH:12][C:13]2[CH:18]=[C:17]([O:19][CH3:20])[CH:16]=[CH:15][C:14]=2[C@@H:21]2[CH2:30][CH2:29][C:28]3[CH:27]=[C:26]([O:31]C(=O)C(C)(C)C)[CH:25]=[CH:24][C:23]=3[CH2:22]2)=[CH:7][CH:6]=1)(O)=O.[CH2:40]([NH:44][CH3:45])[CH2:41][CH2:42][CH3:43]>>[CH2:40]([N:44]([CH3:45])[CH2:1][CH2:4][C:5]1[CH:39]=[CH:38][C:8]([CH2:9][CH2:10][CH2:11][NH:12][C:13]2[CH:18]=[C:17]([O:19][CH3:20])[CH:16]=[CH:15][C:14]=2[C@@H:21]2[CH2:30][CH2:29][C:28]3[CH:27]=[C:26]([OH:31])[CH:25]=[CH:24][C:23]=3[CH2:22]2)=[CH:7][CH:6]=1)[CH2:41][CH2:42][CH3:43]. Procedure details: Synthesized from pivalic acid (R)-6-{2-[(4-carboxymethylbenzyl)ethylamino]-4-methoxyphenyl}-5,6,7,8-tetrahydronaphthalen-2-yl ester (19 mg) and butylmethylamine (22 mg) according to an analogous synthetic method to Example 715 and purified by LC-MS, the title compound (3.2 mg) was obtained.